From a dataset of the Open Reaction Database (ORD), a public repository of structured organic reaction records. describe an organic reaction: reactants, conditions, products, and yield Procedure: 2-(3,5-Difluoro-4-(trifluoromethyl)phenyl)-1-(methoxycarbonyl)piperidine-4-carboxylic acid (2.363 g, 6.43 mmol) (reference compound 30) was dissolved in methyl THF (30 mL) and di(1H-imidazol-1-yl)methanone (1.565 g, 9.65 mmol) added. The suspension was stirred at room temperature under nitrogen for 20 h (flask 1). In a separate flask potassium 3-ethoxy-3-oxopropanoate (2.190 g, 12.87 mmol) and magnesium chloride (1.225 g, 12.87 mmol) were suspended in methyl THF (30.0 mL) and stirred with an ove... Solvent: CN1C(CNC2=C1C(=O)N=C(N2)N)CNC3=CC=C(C=C3)C(=O)NC(CCC(=O)O)C(=O)O (methyl THF), O (water), CC(C)(C)OC (MTBE), CN1C(CNC2=C1C(=O)N=C(N2)N)CNC3=CC=C(C=C3)C(=O)NC(CCC(=O)O)C(=O)O (methyl THF). Yields the product FC=1C=C(C=C(C1C(F)(F)F)F)[C@@H]1N(CC[C@@H](C1)C(CC(=O)OCC)=O)C(=O)OC (Cis-methyl 2-(3,5-difluoro-4-(trifluoromethyl)phenyl)-4-(3-ethoxy-3-oxopropanoyl)piperidine-1-carboxylate), FC=1C=C(C=C(C1C(F)(F)F)F)[C@@H]1N(CC[C@H](C1)C(CC(=O)OCC)=O)C(=O)OC (trans-methyl 2-(3,5-difluoro-4-(trifluoromethyl)phenyl)-4-(3-ethoxy-3-oxopropanoyl)piperidine-1-carboxylate). Reaction SMILES: [F:1][C:2]1[CH:3]=[C:4]([CH:13]2[CH2:18][CH:17]([C:19]([OH:21])=O)[CH2:16][CH2:15][N:14]2[C:22]([O:24][CH3:25])=[O:23])[CH:5]=[C:6]([F:12])[C:7]=1[C:8]([F:11])([F:10])[F:9].N1(C(N2C=CN=C2)=O)C=CN=C1.[CH2:38]([O:40][C:41](=[O:46])[CH2:42][C:43]([O-:45])=O)[CH3:39].[K+].[Cl-].[Mg+2].[Cl-].Cl>CN1C2C(N=C(N)NC=2NCC1CNC1C=CC(C(NC(C(O)=O)CCC(O)=O)=O)=CC=1)=O.O.CC(OC)(C)C>[F:12][C:6]1[CH:5]=[C:4]([C@H:13]2[CH2:18][C@@H:17]([C:19](=[O:21])[CH2:42][C:41]([O:40][CH2:38][CH3:39])=[O:46])[CH2:16][CH2:15][N:14]2[C:22]([O:24][CH3:25])=[O:23])[CH:3]=[C:2]([F:1])[C:7]=1[C:8]([F:10])([F:9])[F:11].[F:12][C:6]1[CH:5]=[C:4]([C@H:13]2[CH2:18][C@H:17]([C:43](=[O:45])[CH2:42][C:41]([O:40][CH2:38][CH3:39])=[O:46])[CH2:16][CH2:15][N:14]2[C:22]([O:24][CH3:25])=[O:23])[CH:3]=[C:2]([F:1])[C:7]=1[C:8]([F:11])([F:9])[F:10] |f:2.3,4.5.6|. Conditions: time 20 hour. Reactants: N1(C=NC=C1)C(=O)N1C=NC=C1 (di(1H-imidazol-1-yl)methanone), Cl (HCl), FC=1C=C(C=C(C1C(F)(F)F)F)C1N(CCC(C1)C(=O)O)C(=O)OC (2-(3,5-Difluoro-4-(trifluoromethyl)phenyl)-1-(methoxycarbonyl)piperidine-4-carboxylic acid), FC=1C=C(C=C(C1C(F)(F)F)F)C1N(CCC(C1)C(=O)O)C(=O)OC (2-(3,5-Difluoro-4-(trifluoromethyl)phenyl)-1-(methoxycarbonyl)piperidine-4-carboxylic acid), C(C)OC(CC(=O)[O-])=O.[K+] (potassium 3-ethoxy-3-oxopropanoate), [Cl-].[Mg+2].[Cl-] (magnesium chloride). The yield is 3.9%. The reactants are ClC1=C(C(=CC=C1)F)NC1=NC2=C(N1)C(=C(C(=C2)C(=O)OC)O)[N+](=O)[O-] (methyl 2-[(2-chloro-6-fluorophenyl)amino]-6-hydroxy-7-nitro-1H-benzimidazole-5-carboxylate), C(C)(OC)(OC)OC (trimethyl orthoacetate), [In] (indium), C(C)(=O)O (acetic acid). The solvent is C1=CC=CC=C1 (benzene). Yields the product ClC1=C(C(=CC=C1)F)NC1=NC=2C=C(C3=C(N=C(O3)C)C2N1)C(=O)OC (methyl 7-[(2-chloro-6-fluorophenyl)amino]-2-methyl-8H-imidazo[4,5-e][1,3]benzoxazole-4-carboxylate). Yield: 61.9%. RXN SMILES: [Cl:1][C:2]1[CH:7]=[CH:6][CH:5]=[C:4]([F:8])[C:3]=1[NH:9][C:10]1[NH:14][C:13]2[C:15]([N+:24]([O-])=O)=[C:16]([OH:23])[C:17]([C:19]([O:21][CH3:22])=[O:20])=[CH:18][C:12]=2[N:11]=1.[In].[C:28](O)(=O)[CH3:29].C(OC)(OC)(OC)C>C1C=CC=CC=1>[Cl:1][C:2]1[CH:7]=[CH:6][CH:5]=[C:4]([F:8])[C:3]=1[NH:9][C:10]1[NH:14][C:13]2[C:15]3[N:24]=[C:28]([CH3:29])[O:23][C:16]=3[C:17]([C:19]([O:21][CH3:22])=[O:20])=[CH:18][C:12]=2[N:11]=1. Reported procedure: The title compound was prepared following the procedure described for step-4 of Intermediate-55 using methyl 2-[(2-chloro-6-fluorophenyl)amino]-6-hydroxy-7-nitro-1H-benzimidazole-5-carboxylate (0.320 g, 0.840 mmol), benzene (6 mL), indium (0.386 g, 3.363 mmol), acetic acid (0.505 g, 8.40 mmol) and trimethyl orthoacetate (0.812 g, 2.96 mmol) to afford 0.195 g of the desired product. 1HNMR (DMSO-d6): δ 2.63 (s, 3H), 3.88 (s, 3H), 7.439-7.46 (m, 3H), 7.71 (s, 1H), 9.0-10.0 (s, 1H), 11.60 (s, 1H); M... Starting materials: O=C(Cl)C(=O)Cl, C1CCOC1, O=C(O)c1cccnc1Oc1cccnc1. Product: O=C(Cl)c1cccnc1Oc1cccnc1. As a reaction SMILES: [C:17]([Cl:18])(=[O:19])[C:21]([Cl:20])=[O:22].[CH2:23]1[O:24][CH2:25][CH2:26][CH2:27]1.[n:1]1[cH:2][c:3]([O:7][c:8]2[c:9]([C:10](=[O:11])[OH:12])[cH:13][cH:14][cH:15][n:16]2)[cH:4][cH:5][cH:6]1>>[n:1]1[cH:2][c:3]([O:7][c:8]2[c:9]([C:10](=[O:11])[Cl:20])[cH:13][cH:14][cH:15][n:16]2)[cH:4][cH:5][cH:6]1. Starting materials: ClC1=NC(=NC(=C1)Cl)C (4,6-dichloro-2-methylpyrimidine), O (water), CC1=NNC(=N1)C (3,5-dimethyl-1H-1,2,4-triazole), C(=O)([O-])[O-].[Cs+].[Cs+] (Cs2CO3). The solvent is CN(C)C=O (DMF). Conditions: time 66 hour. Yields the product ClC1=NC(=NC(=C1)N1N=C(N=C1C)C)C (4-chloro-6-(3,5-dimethyl-1H-1,2,4-triazol-1-yl)-2-methylpyrimidine). Isolated yield 68.8%. RXN SMILES: Cl[C:2]1[CH:7]=[C:6]([Cl:8])[N:5]=[C:4]([CH3:9])[N:3]=1.[CH3:10][C:11]1[N:15]=[C:14]([CH3:16])[NH:13][N:12]=1.C([O-])([O-])=O.[Cs+].[Cs+].O>CN(C=O)C>[Cl:8][C:6]1[CH:7]=[C:2]([N:12]2[C:11]([CH3:10])=[N:15][C:14]([CH3:16])=[N:13]2)[N:3]=[C:4]([CH3:9])[N:5]=1 |f:2.3.4|. Procedure details: 4,6-dichloro-2-methylpyrimidine (2-1) (137.8 g, 845 mmol), 3,5-dimethyl-1H-1,2,4-triazole (2-2) (82 g, 845 mmol), and Cs2CO3 (275 g, 845 mmol) were suspended in DMF (1 L) and the resulting mixture was stirred at room temperature for 66 h. The mixture was then poured into water (2 L) and stirred for 1 hour. The precipitate was filtered, washed with water (2×) and dried under vacuum to afford Intermediate 2 as an off-white solid (130 g, 69%). MS: m/z=224.2 (M+H). Starting materials: COc1ncc(Br)cc1N, O=C([O-])[O-], Cc1c(NC(=O)c2cc3c(s2)CCCC3)cccc1B1OC(C)(C)C(C)(C)O1, [Na+], [Na+], c1ccc(P(c2ccccc2)(c2ccccc2)[Pd](P(c2ccccc2)(c2ccccc2)c2ccccc2)(P(c2ccccc2)(c2ccccc2)c2ccccc2)P(c2ccccc2)(c2ccccc2)c2ccccc2)cc1. The product is COc1ncc(-c2cccc(NC(=O)c3cc4c(s3)CCCC4)c2C)cc1N. As a reaction SMILES: [Br:1][c:2]1[cH:3][c:4]([NH2:10])[c:5]([O:8][CH3:9])[n:6][cH:7]1.[C:116](=[O:117])([O-:118])[O-:119].[CH3:11][c:12]1[c:13]([NH:27][C:28](=[O:29])[c:30]2[cH:31][c:32]3[c:33]([s:34]2)[CH2:35][CH2:36][CH2:37][CH2:38]3)[cH:14][cH:15][cH:16][c:17]1[B:18]1[O:19][C:20]([CH3:21])([CH3:22])[C:23]([CH3:24])([CH3:25])[O:26]1.[Na+:120].[Na+:121].[cH:39]1[cH:40][cH:41][c:42]([P:43]([Pd:44]([P:45]([c:46]2[cH:47][cH:48][cH:49][cH:50][cH:51]2)([c:52]2[cH:53][cH:54][cH:55][cH:56][cH:57]2)[c:58]2[cH:59][cH:60][cH:61][cH:62][cH:63]2)([P:64]([c:65]2[cH:66][cH:67][cH:68][cH:69][cH:70]2)([c:71]2[cH:72][cH:73][cH:74][cH:75][cH:76]2)[c:77]2[cH:78][cH:79][cH:80][cH:81][cH:82]2)[P:83]([c:84]2[cH:85][cH:86][cH:87][cH:88][cH:89]2)([c:90]2[cH:91][cH:92][cH:93][cH:94][cH:95]2)[c:96]2[cH:97][cH:98][cH:99][cH:100][cH:101]2)([c:102]2[cH:103][cH:104][cH:105][cH:106][cH:107]2)[c:108]2[cH:109][cH:110][cH:111][cH:112][cH:113]2)[cH:114][cH:115]1>>[c:2]1(-[c:17]2[c:12]([CH3:11])[c:13]([NH:27][C:28](=[O:29])[c:30]3[cH:31][c:32]4[c:33]([s:34]3)[CH2:35][CH2:36][CH2:37][CH2:38]4)[cH:14][cH:15][cH:16]2)[cH:3][c:4]([NH2:10])[c:5]([O:8][CH3:9])[n:6][cH:7]1. Starting materials: ClC(C(=O)OC)OC (methyl 2-chloro-2-methoxyacetate), [N-]=[N+]=[N-].[Na+] (sodium azide). The solvent is C(OC)COC (dimethoxyethane). Product: N(=[N+]=[N-])C(C(=O)OC)OC (methyl 2-azido-2-methoxyacetate). Isolated yield 72.4%. As a reaction SMILES: Cl[CH:2]([O:7][CH3:8])[C:3]([O:5][CH3:6])=[O:4].[N-:9]=[N+:10]=[N-:11].[Na+]>C(COC)OC>[N:9]([CH:2]([O:7][CH3:8])[C:3]([O:5][CH3:6])=[O:4])=[N+:10]=[N-:11] |f:1.2|. Procedure: A mixture of methyl 2-chloro-2-methoxyacetate (13.86 g., 0.1 mole), powdered sodium azide (8.46 g., 0.13 mole) and dry dimethoxyethane (80ml.) is stirred and heated at reflux for 39 hours. After cooling to room temperature, the mixture is filtered to remove salts which are washed with dry ether. Evaporation of the solvents at aspirator pressure leaves a yellow liquid which is distilled to give methyl 2-azido-2-methoxyacetate (10.5 g.) as a water-white liquid (b.p. 75°-77°C./17 mm.). Starting materials: CCOC(=O)CC(O)(CCNC(=O)CCc1ccco1)C1CCCC1, ClCCl, [Na+], [OH-]. The product is O=C(O)CC(O)(CCNC(=O)CCc1ccco1)C1CCCC1. RXN SMILES: [CH2:3]([CH3:4])[O:5][C:6]([CH2:7][C:8]([CH2:9][CH2:10][NH:11][C:12]([CH2:13][CH2:14][c:15]1[o:16][cH:17][cH:18][cH:19]1)=[O:20])([OH:21])[CH:22]1[CH2:23][CH2:24][CH2:25][CH2:26]1)=[O:27].[Cl:28][CH2:29][Cl:30].[Na+:2].[OH-:1]>>[O:5]=[C:6]([CH2:7][C:8]([CH2:9][CH2:10][NH:11][C:12]([CH2:13][CH2:14][c:15]1[o:16][cH:17][cH:18][cH:19]1)=[O:20])([OH:21])[CH:22]1[CH2:23][CH2:24][CH2:25][CH2:26]1)[OH:27]. Reactants: FC=1C=CC(=C(C1)C1=CC=C(C=C1)[C@@H](C)NS(=O)(=O)C1=C(OC(=C1)C)C)OC ((R)-2,5-Dimethyl-furan-3-sulfonic acid [1-(5′-fluoro-2′-methoxy-biphenyl-4-yl)-ethyl]-amide), ClC=1SC(=CC1S(=O)(=O)Cl)Cl (2,5-dichloro-3-thiophenesulfonyl chloride), FC=1C=CC(=C(C1)C1=CC=C(C=C1)C(C)N)OC (1-(5′-fluoro-2′-methoxy-biphenyl-4-yl)-ethylamine). Product: FC=1C=CC(=C(C1)C1=CC=C(C=C1)[C@@H](C)NS(=O)(=O)C1=C(SC(=C1)Cl)Cl)OC ((R)-2,5-Dichloro-thiophene-3-sulfonic acid [1-(5′-fluoro-2′-methoxy-biphenyl-4-yl)-ethyl]-amide). Reaction SMILES: [F:1][C:2]1[CH:3]=[CH:4][C:5]([O:27][CH3:28])=[C:6]([C:8]2[CH:13]=[CH:12][C:11]([C@H:14]([NH:16]S(C3C=C(C)OC=3C)(=O)=O)[CH3:15])=[CH:10][CH:9]=2)[CH:7]=1.[Cl:29][C:30]1[S:31][C:32]([Cl:39])=[CH:33][C:34]=1[S:35](Cl)(=[O:37])=[O:36].FC1C=CC(OC)=C(C2C=CC(C(N)C)=CC=2)C=1>>[F:1][C:2]1[CH:3]=[CH:4][C:5]([O:27][CH3:28])=[C:6]([C:8]2[CH:13]=[CH:12][C:11]([C@H:14]([NH:16][S:35]([C:34]3[CH:33]=[C:32]([Cl:39])[S:31][C:30]=3[Cl:29])(=[O:37])=[O:36])[CH3:15])=[CH:10][CH:9]=2)[CH:7]=1. Procedure details: Prepared in a similar manner to (R)-2,5-dimethyl-furan-3-sulfonic acid [1-(5′-fluoro-2′-methoxy-biphenyl-4-yl)-ethyl]-amide (Example 10) starting with 2,5-dichloro-3-thiophenesulfonyl chloride and 1-(5′-fluoro-2′-methoxy-biphenyl-4-yl)-ethylamine. Title compound: 1H NMR (400 MHz, CDCl3): δ 7.40, 7.18 (a/b, 4H), 7.05-6.88 (m, 4H), 5.05 (d, 1H), 4.60 (m, 1H), 3.78 (s, 3H), 1.54 (d, 3H) ppm; MS (ESI) m/z: 482 [M+Na]+.